The task is: describe an organic reaction: reactants, conditions, products, and yield. This data is from the Open Reaction Database (ORD), a public repository of structured organic reaction records. Reactants: Br, COC(=O)N1CCC(c2cc(=O)[nH]o2)CC1Cc1cccc(F)c1. The product is O=c1cc(C2CCNC(Cc3cccc(F)c3)C2)o[nH]1. Reaction SMILES: [BrH:25].[F:1][c:2]1[cH:3][c:4]([CH2:5][CH:6]2[N:7]([C:18]([O:19][CH3:20])=[O:21])[CH2:8][CH2:9][CH:10]([c:12]3[cH:13][c:14](=[O:17])[nH:15][o:16]3)[CH2:11]2)[cH:22][cH:23][cH:24]1>>[F:1][c:2]1[cH:3][c:4]([CH2:5][CH:6]2[NH:7][CH2:8][CH2:9][CH:10]([c:12]3[cH:13][c:14](=[O:17])[nH:15][o:16]3)[CH2:11]2)[cH:22][cH:23][cH:24]1.